This data is from the Open Reaction Database (ORD), a public repository of structured organic reaction records. The task is: describe an organic reaction: reactants, conditions, products, and yield Reactants: CC#N, [O-][Cl+][O-], Cl, O=Cc1ccc([N+](=O)[O-])s1, [Na+], [Na+], [Na+], O, OO, O=S([O-])[O-]. Yields the product O=C(O)c1ccc([N+](=O)[O-])s1. RXN SMILES: [CH3:24][C:25]#[N:26].[Cl+:13]([O-:14])[O-:15].[ClH:23].[N+:1](=[O:2])([O-:3])[c:4]1[cH:5][cH:6][c:7]([CH:9]=[O:10])[s:8]1.[Na+:16].[Na+:21].[Na+:22].[OH2:27].[OH:11][OH:12].[S:17]([O-:18])([O-:19])=[O:20]>>[N+:1](=[O:2])([O-:3])[c:4]1[cH:5][cH:6][c:7]([C:9](=[O:10])[OH:14])[s:8]1. Reactants: C1CCOC1, [Li+], [OH-], O, CCOC(=O)C1CCN(c2ccncc2)CC1. The product is O=C(O)C1CCN(c2ccncc2)CC1. RXN SMILES: [CH2:21]1[O:22][CH2:23][CH2:24][CH2:25]1.[Li+:19].[OH-:18].[OH2:20].[n:1]1[cH:2][cH:3][c:4]([N:7]2[CH2:8][CH2:9][CH:10]([C:11](=[O:12])[O:13][CH2:14][CH3:15])[CH2:16][CH2:17]2)[cH:5][cH:6]1>>[n:1]1[cH:2][cH:3][c:4]([N:7]2[CH2:8][CH2:9][CH:10]([C:11](=[O:12])[OH:13])[CH2:16][CH2:17]2)[cH:5][cH:6]1. Starting materials: BrB(Br)Br, ClCCl, CCCCCC12CCC(c3nnc(-c4ccc(OC)cc4C)n3C)(CC1)CC2. The product is CCCCCC12CCC(c3nnc(-c4ccc(O)cc4C)n3C)(CC1)CC2. As a reaction SMILES: [B:1]([Br:2])([Br:3])[Br:4].[CH2:33]([Cl:34])[Cl:35].[CH3:5][O:6][c:7]1[cH:8][c:9]([CH3:32])[c:10](-[c:13]2[n:14][n:15][c:16]([C:19]34[CH2:20][CH2:21][C:22]([CH2:27][CH2:28][CH2:29][CH2:30][CH3:31])([CH2:23][CH2:24]3)[CH2:25][CH2:26]4)[n:17]2[CH3:18])[cH:11][cH:12]1>>[OH:6][c:7]1[cH:8][c:9]([CH3:32])[c:10](-[c:13]2[n:14][n:15][c:16]([C:19]34[CH2:20][CH2:21][C:22]([CH2:27][CH2:28][CH2:29][CH2:30][CH3:31])([CH2:23][CH2:24]3)[CH2:25][CH2:26]4)[n:17]2[CH3:18])[cH:11][cH:12]1. Starting materials: ClC1=C(C(=O)NC2=NC3=C(N2)C=2CC(OC2C(=C3)C(=O)OC)(C)C)C(=CC=C1)F (methyl 2-(2-chloro-6-fluorobenzamido)-7,7-dimethyl-7,8-dihydro-1H-benzofuro[4,5-d]imidazole-5-carboxylate), FC(C=1C=C(N)C=CC1)(F)F (3-trifloromethyl aniline), C[Al](C)C (trimethyl aluminium). Run in C1(=CC=CC=C1)C (toluene). Reaction conditions: time 4.5 hour. Product: ClC1=C(C(=O)NC2=NC3=C(N2)C=2CC(OC2C(=C3)C(=O)NC3=CC(=CC=C3)C(F)(F)F)(C)C)C(=CC=C1)F (2-(2-Chloro-6-fluorobenzamido)-7,7-dimethyl-N-(3-(trifluoromethyl)phenyl)-7,8-dihydro-1H-benzofuro[4,5-d]imidazole-5-carboxamide). Isolated yield 4.2%. Reaction SMILES: [Cl:1][C:2]1[CH:28]=[CH:27][CH:26]=[C:25]([F:29])[C:3]=1[C:4]([NH:6][C:7]1[NH:11][C:10]2[C:12]3[CH2:13][C:14]([CH3:24])([CH3:23])[O:15][C:16]=3[C:17]([C:19](OC)=[O:20])=[CH:18][C:9]=2[N:8]=1)=[O:5].[F:30][C:31]([F:40])([F:39])[C:32]1[CH:33]=[C:34]([CH:36]=[CH:37][CH:38]=1)[NH2:35].C[Al](C)C>C1(C)C=CC=CC=1>[Cl:1][C:2]1[CH:28]=[CH:27][CH:26]=[C:25]([F:29])[C:3]=1[C:4]([NH:6][C:7]1[NH:11][C:10]2[C:12]3[CH2:13][C:14]([CH3:24])([CH3:23])[O:15][C:16]=3[C:17]([C:19]([NH:35][C:34]3[CH:36]=[CH:37][CH:38]=[C:32]([C:31]([F:30])([F:39])[F:40])[CH:33]=3)=[O:20])=[CH:18][C:9]=2[N:8]=1)=[O:5]. Reported procedure: The title compound was prepared by following the procedure as described for Example-137 using methyl 2-(2-chloro-6-fluorobenzamido)-7,7-dimethyl-7,8-dihydro-1H-benzofuro[4,5-d]imidazole-5-carboxylate (Intermediate-51, 0.200 g, 0.477 mmol), 3-trifloromethyl aniline (0.230 g, 1.43 mmol), trimethyl aluminium (2M solution in toluene) (0.5 mL) and dry toluene (5.0 mL). The reaction mass was stirred at RT for 4-5 h. The obtained crude was purified on preparative TLC using 4% DCM:MeOH as solvent system... Reactants: O=C1c2c(c3c4cc(O)ccc4n(C4OC(CO)C(O)C(O)C4O)c3c3[nH]c4cc5c(cc4c23)OCCO5)C(=O)N1CO, CO, [NH4+], [OH-]. The product is O=C1NC(=O)c2c1c1c3cc4c(cc3[nH]c1c1c2c2cc(O)ccc2n1C1OC(CO)C(O)C(O)C1O)OCCO4. As a reaction SMILES: [CH2:1]1[O:2][c:3]2[c:4]([cH:5][c:6]3[c:7]([cH:8]2)[nH:9][c:10]2[c:11]3[c:12]3[c:13]([c:14]4[c:15]5[cH:16][c:17]([OH:34])[cH:18][cH:19][c:20]5[n:21]([CH:23]5[CH:24]([OH:25])[CH:26]([OH:27])[CH:28]([OH:29])[CH:30]([CH2:32][OH:33])[O:31]5)[c:22]24)[C:35](=[O:41])[N:36]([CH2:39][OH:40])[C:37]3=[O:38])[O:42][CH2:43]1.[CH3:46][OH:47].[NH4+:45].[OH-:44]>>[CH2:1]1[O:2][c:3]2[c:4]([cH:5][c:6]3[c:7]([cH:8]2)[nH:9][c:10]2[c:11]3[c:12]3[c:13]([c:14]4[c:15]5[cH:16][c:17]([OH:34])[cH:18][cH:19][c:20]5[n:21]([CH:23]5[CH:24]([OH:25])[CH:26]([OH:27])[CH:28]([OH:29])[CH:30]([CH2:32][OH:33])[O:31]5)[c:22]24)[C:35](=[O:41])[NH:36][C:37]3=[O:38])[O:42][CH2:43]1. The reactants are BrC=1C(=NC=C(C(=O)NC2=CC=C(C=C2)OC(F)(F)F)C1)N1CC(CC1)O (5-bromo-6-(3-hydroxypyrrolidin-1-yl)-N-(4-(trifluoromethoxy)phenyl)nicotinamide), CC1=CC=C(C=N1)B(O)O ((6-methylpyridin-3-yl)boronic acid). Yields the product OC1CN(CC1)C1=NC=C(C=C1C=1C=NC(=CC1)C)C(=O)NC1=CC=C(C=C1)OC(F)(F)F (2-(3-Hydroxypyrrolidin-1-yl)-6′-methyl-N-(4-(trifluoromethoxy)phenyl)-[3,3′-bipyridine]-5-carboxamide). Reaction SMILES: Br[C:2]1[C:3]([N:22]2[CH2:26][CH2:25][CH:24]([OH:27])[CH2:23]2)=[N:4][CH:5]=[C:6]([CH:21]=1)[C:7]([NH:9][C:10]1[CH:15]=[CH:14][C:13]([O:16][C:17]([F:20])([F:19])[F:18])=[CH:12][CH:11]=1)=[O:8].[CH3:28][C:29]1[N:34]=[CH:33][C:32](B(O)O)=[CH:31][CH:30]=1>>[OH:27][CH:24]1[CH2:25][CH2:26][N:22]([C:3]2[C:2]([C:32]3[CH:33]=[N:34][C:29]([CH3:28])=[CH:30][CH:31]=3)=[CH:21][C:6]([C:7]([NH:9][C:10]3[CH:15]=[CH:14][C:13]([O:16][C:17]([F:20])([F:19])[F:18])=[CH:12][CH:11]=3)=[O:8])=[CH:5][N:4]=2)[CH2:23]1. Reported procedure: The title compound was prepared in an analogous fashion to that described in Example 28 using 5-bromo-6-(3-hydroxypyrrolidin-1-yl)-N-(4-(trifluoromethoxy)phenyl)nicotinamide (Stage 12.1) and (6-methylpyridin-3-yl)boronic acid to afford an off-white solid. UPLC-MS (condition 1) tR=1.61 min, m/z=459.0 [M+H]+, m/z=457.2 [M−H]−; 1H-NMR (400 MHz, DMSO-d6) δ ppm 1.67-1.77 (m, 1H) 1.77-1.88 (m, 1H) 2.53 (s, 3H) 2.88 (d, J=11.49 Hz, 1H) 3.15-3.27 (m, 2H) 3.38 (td, J=9.96, 7.21 Hz, 1H) 4.15-4.22 (m, 1H) ... The reactants are N#Cc1cncc(Br)c1, O=C([O-])[O-], Cc1ccccc1, CCOC(C)=O, O=C(OCc1ccccc1)N1CC2CNC2C1, [Cs+], [Cs+], O=C(C=Cc1ccccc1)C=Cc1ccccc1, O=C(C=Cc1ccccc1)C=Cc1ccccc1, O=C(C=Cc1ccccc1)C=Cc1ccccc1, [Pd], [Pd], c1ccc(P(c2ccccc2)c2ccc3ccccc3c2-c2c(P(c3ccccc3)c3ccccc3)ccc3ccccc23)cc1. Yields the product N#Cc1cncc(N2CC3CN(C(=O)OCc4ccccc4)CC32)c1. RXN SMILES: [Br:70][c:71]1[cH:72][n:73][cH:74][c:75]([C:77]#[N:78])[cH:76]1.[C:64](=[O:65])([O-:66])[O-:67].[CH3:79][c:80]1[cH:81][cH:82][cH:83][cH:84][cH:85]1.[CH3:86][CH2:87][O:88][C:89](=[O:90])[CH3:91].[CH:1]12[CH2:2][N:3]([C:8](=[O:9])[O:10][CH2:11][c:12]3[cH:13][cH:14][cH:15][cH:16][cH:17]3)[CH2:4][CH:5]1[NH:6][CH2:7]2.[Cs+:68].[Cs+:69].[O:112]=[C:113]([CH:114]=[CH:115][c:116]1[cH:117][cH:118][cH:119][cH:120][cH:121]1)[CH:122]=[CH:123][c:124]1[cH:125][cH:126][cH:127][cH:128][cH:129]1.[O:130]=[C:131]([CH:132]=[CH:133][c:134]1[cH:135][cH:136][cH:137][cH:138][cH:139]1)[CH:140]=[CH:141][c:142]1[cH:143][cH:144][cH:145][cH:146][cH:147]1.[O:94]=[C:95]([CH:96]=[CH:97][c:98]1[cH:99][cH:100][cH:101][cH:102][cH:103]1)[CH:104]=[CH:105][c:106]1[cH:107][cH:108][cH:109][cH:110][cH:111]1.[Pd:92].[Pd:93].[cH:18]1[cH:19][cH:20][c:21]([P:22]([c:23]2[cH:24][cH:25][c:26]3[c:27]([cH:28][cH:29][cH:30][cH:31]3)[c:32]2-[c:33]2[c:34]3[c:35]([cH:36][cH:37][cH:38][cH:39]3)[cH:40][cH:41][c:42]2[P:43]([c:44]2[cH:45][cH:46][cH:47][cH:48][cH:49]2)[c:50]2[cH:51][cH:52][cH:53][cH:54][cH:55]2)[c:56]2[cH:57][cH:58][cH:59][cH:60][cH:61]2)[cH:62][cH:63]1>>[CH:1]12[CH2:2][N:3]([C:8](=[O:9])[O:10][CH2:11][c:12]3[cH:13][cH:14][cH:15][cH:16][cH:17]3)[CH2:4][CH:5]1[N:6]([c:71]1[cH:72][n:73][cH:74][c:75]([C:77]#[N:78])[cH:76]1)[CH2:7]2. The reactants are C1COCCO1, CCOC(C)=O, COC(=O)Cc1cccc(Oc2ccc(Br)cc2CBr)c1, Cl, [H-], [Na+], O=C1NCCO1. Yields the product COC(=O)Cc1cccc(Oc2ccc(Br)cc2CN2CCOC2=O)c1. As a reaction SMILES: [CH2:31]1[O:32][CH2:33][CH2:34][O:35][CH2:36]1.[CH3:37][CH2:38][O:39][C:40]([CH3:41])=[O:42].[CH3:9][O:10][C:11]([CH2:12][c:13]1[cH:14][c:15]([O:19][c:20]2[c:21]([CH2:27][Br:28])[cH:22][c:23]([Br:26])[cH:24][cH:25]2)[cH:16][cH:17][cH:18]1)=[O:29].[ClH:30].[H-:7].[Na+:8].[O:1]1[C:2](=[O:6])[NH:3][CH2:4][CH2:5]1>>[O:1]1[C:2](=[O:6])[N:3]([CH2:27][c:21]2[c:20]([O:19][c:15]3[cH:14][c:13]([CH2:12][C:11]([O:10][CH3:9])=[O:29])[cH:18][cH:17][cH:16]3)[cH:25][cH:24][c:23]([Br:26])[cH:22]2)[CH2:4][CH2:5]1.